This data is from the Open Reaction Database (ORD), a public repository of structured organic reaction records. The task is: describe an organic reaction: reactants, conditions, products, and yield The reactants are CCOC(=O)c1ccc2c(c1)C(C)(C)CC(c1ccccc1NS(=O)(=O)CC)N2, CCO, [Li+], [Na+], [OH-], [OH-], O, O. Product: CCS(=O)(=O)Nc1ccccc1C1CC(C)(C)c2cc(C(=O)O)ccc2N1. Reaction SMILES: [CH2:1]([CH3:2])[S:3](=[O:4])(=[O:5])[NH:6][c:7]1[c:8]([CH:13]2[NH:14][c:15]3[cH:16][cH:17][c:18]([C:25](=[O:26])[O:27][CH2:28][CH3:29])[cH:19][c:20]3[C:21]([CH3:23])([CH3:24])[CH2:22]2)[cH:9][cH:10][cH:11][cH:12]1.[CH3:35][CH2:36][OH:37].[Li+:32].[Na+:34].[OH-:31].[OH-:33].[OH2:30].[OH2:38]>>[CH2:1]([CH3:2])[S:3](=[O:4])(=[O:5])[NH:6][c:7]1[c:8]([CH:13]2[NH:14][c:15]3[cH:16][cH:17][c:18]([C:25](=[O:26])[OH:27])[cH:19][c:20]3[C:21]([CH3:23])([CH3:24])[CH2:22]2)[cH:9][cH:10][cH:11][cH:12]1. Reactants: N1=C(C=CC=C1)OCC1=CC=C(CC2=NOC(=C2)C=2C(=NC=CC2)N)C=C1 (3-(3-(4-(Pyridin-2-yloxymethyl)-benzyl)-isoxazol-5-yl)-pyridin-2-yl amine), C1(=CC=CC=C1)S(=O)(=O)O (benzenesulfonic acid). Solvent: CO (methanol). Conditions: time 5 minute. Yields the product C1(=CC=CC=C1)S(=O)(=O)O.N1=C(C=CC=C1)OCC1=CC=C(CC2=NOC(=C2)C=2C(=NC=CC2)N)C=C1 (3-(3-(4-(Pyridin-2-yloxymethyl)-benzyl)-isoxazol-5-yl)-pyridin-2-yl amine benzenesulfonate). Yield: 74.2%. As a reaction SMILES: [N:1]1[CH:6]=[CH:5][CH:4]=[CH:3][C:2]=1[O:7][CH2:8][C:9]1[CH:27]=[CH:26][C:12]([CH2:13][C:14]2[CH:18]=[C:17]([C:19]3[C:20]([NH2:25])=[N:21][CH:22]=[CH:23][CH:24]=3)[O:16][N:15]=2)=[CH:11][CH:10]=1.[C:28]1([S:34]([OH:37])(=[O:36])=[O:35])[CH:33]=[CH:32][CH:31]=[CH:30][CH:29]=1>CO>[C:28]1([S:34]([OH:37])(=[O:36])=[O:35])[CH:33]=[CH:32][CH:31]=[CH:30][CH:29]=1.[N:1]1[CH:6]=[CH:5][CH:4]=[CH:3][C:2]=1[O:7][CH2:8][C:9]1[CH:27]=[CH:26][C:12]([CH2:13][C:14]2[CH:18]=[C:17]([C:19]3[C:20]([NH2:25])=[N:21][CH:22]=[CH:23][CH:24]=3)[O:16][N:15]=2)=[CH:11][CH:10]=1 |f:3.4|. Procedure details: 3-(3-(4-(Pyridin-2-yloxymethyl)-benzyl)-isoxazol-5-yl)-pyridin-2-yl amine (100 mg) was dissolved in methanol (5 mL) and benzenesulfonic acid (46.3 mg) was added thereto. This solution was stirred at room temperature for 5 minutes, and then, concentrated in vacuo. To the residue was added ethanol (5 mL), and subjected to ultrasound treatment to cause solids to be precipitated. This solids were filtered, washed with ethanol, and then, dried under a reduced pressure to obtain the title compound (10...